Task: describe an organic reaction: reactants, conditions, products, and yield. Dataset: the Open Reaction Database (ORD), a public repository of structured organic reaction records Starting materials: CS(=O)(=O)c1ccc(-n2ncc3c(OC4CN(Cc5ccccc5)C4)ncnc32)cc1, CCOC(C)=O, CO, [H][H], [Pd]. Product: CS(=O)(=O)c1ccc(-n2ncc3c(OC4CNC4)ncnc32)cc1. RXN SMILES: [CH2:1]([c:2]1[cH:3][cH:4][cH:5][cH:6][cH:7]1)[N:8]1[CH2:9][CH:10]([O:12][c:13]2[c:14]3[c:15]([n:16][cH:17][n:18]2)[n:19](-[c:22]2[cH:23][cH:24][c:25]([S:28](=[O:29])(=[O:30])[CH3:31])[cH:26][cH:27]2)[n:20][cH:21]3)[CH2:11]1.[CH3:34][CH2:35][O:36][C:37](=[O:38])[CH3:39].[CH3:40][OH:41].[H:32][H:33].[Pd:42]>>[NH:8]1[CH2:9][CH:10]([O:12][c:13]2[c:14]3[c:15]([n:16][cH:17][n:18]2)[n:19](-[c:22]2[cH:23][cH:24][c:25]([S:28](=[O:29])(=[O:30])[CH3:31])[cH:26][cH:27]2)[n:20][cH:21]3)[CH2:11]1.